Dataset: the Open Reaction Database (ORD), a public repository of structured organic reaction records. Task: describe an organic reaction: reactants, conditions, products, and yield Reactants: BrC1=NC=CC=C1 (2-bromopyridine), ClC1=C(C=C(C=C1)B(O)O)C(=O)OC (4-chloro-3-(methoxycarbonyl)phenylboronic acid), C(=O)([O-])[O-].[K+].[K+] (K2CO3), CCOC(=O)C (AcOEt). Reagents/catalysts: Cl[Pd]([P](C1=CC=CC=C1)(C2=CC=CC=C2)C3=CC=CC=C3)([P](C4=CC=CC=C4)(C5=CC=CC=C5)C6=CC=CC=C6)Cl (PdCl2(PPh3)2). Run in C1CCOC1 (THF), O (water), O (Water). Reaction conditions: time 20 hour. Product: ClC1=C(C(=O)OC)C=C(C=C1)C1=NC=CC=C1 (methyl 2-chloro-5-(pyridin-2-yl)benzoate). RXN SMILES: Br[C:2]1[CH:7]=[CH:6][CH:5]=[CH:4][N:3]=1.[Cl:8][C:9]1[CH:14]=[CH:13][C:12](B(O)O)=[CH:11][C:10]=1[C:18]([O:20][CH3:21])=[O:19].C([O-])([O-])=O.[K+].[K+].CCOC(C)=O>C1COCC1.O.Cl[Pd](Cl)([P](C1C=CC=CC=1)(C1C=CC=CC=1)C1C=CC=CC=1)[P](C1C=CC=CC=1)(C1C=CC=CC=1)C1C=CC=CC=1>[Cl:8][C:9]1[CH:14]=[CH:13][C:12]([C:2]2[CH:7]=[CH:6][CH:5]=[CH:4][N:3]=2)=[CH:11][C:10]=1[C:18]([O:20][CH3:21])=[O:19] |f:2.3.4,^1:42,61|. Procedure: A mixture of commercially available 2-bromopyridine (294 mg; 1.86 mmol), 4-chloro-3-(methoxycarbonyl)phenylboronic acid (400 mg; 1.86 mmol), K2CO3 (515 mg; 3.73 mmol), and PdCl2(PPh3)2 (130 mg; 0.18 mmol) in THF (4 ml) and water (4 ml) was stirred at rt, under nitrogen, for 20 h. Water and AcOEt were added. The separated aq. layer was further extracted with AcOEt. The mixed organic layers were washed with brine, dried over anh. MgSO4, filtered, and concentrated to dryness under reduced pressure.... The reactants are C(C)(C)(C)OC(=O)N1CC(CC1)C(NCC(=O)C1=CC=C(C=C1)Br)=O (3-[2-(4-bromo-phenyl)-2-oxo-ethylcarbamoyl]-pyrrolidine-1-carboxylic acid tert-butyl ester), C(C)(C)(C)OC(=O)N1C2CCC(C1C(=O)O)C2 (2-aza-bicyclo[2.2.1]heptane-2,3-dicarboxylic acid 2-tert-butyl ester). Yields the product C(C)(C)(C)OC(=O)N1C2CCC(C1C(NCC(=O)C1=CC=C(C=C1)Br)=O)C2 (3-[2-(4-Bromo-phenyl)-2-oxo-ethylcarbamoyl]-2-aza-bicyclo[2.2.1]heptane-2-carboxylic acid tert-butyl ester). As a reaction SMILES: C(OC(N1[CH2:12][CH2:11][CH:10]([C:13](=[O:25])[NH:14][CH2:15][C:16]([C:18]2[CH:23]=[CH:22][C:21]([Br:24])=[CH:20][CH:19]=2)=[O:17])C1)=O)(C)(C)C.[C:26]([O:30][C:31]([N:33]1C(C(O)=O)C2C[CH:34]1[CH2:35][CH2:36]2)=[O:32])([CH3:29])([CH3:28])[CH3:27]>>[C:26]([O:30][C:31]([N:33]1[CH:10]([C:13](=[O:25])[NH:14][CH2:15][C:16]([C:18]2[CH:19]=[CH:20][C:21]([Br:24])=[CH:22][CH:23]=2)=[O:17])[CH:11]2[CH2:12][CH:34]1[CH2:35][CH2:36]2)=[O:32])([CH3:29])([CH3:28])[CH3:27]. Reported procedure: Following the procedure used to prepare compound 3-[2-(4-bromo-phenyl)-2-oxo-ethylcarbamoyl]-pyrrolidine-1-carboxylic acid tert-butyl ester, except that 2-aza-bicyclo[2.2.1]heptane-2,3-dicarboxylic acid 2-tert-butyl ester was used instead of pyrrolidine-1,3-dicarboxylic acid 1-tert-butyl ester. Starting materials: Cc1c(Br)cccc1C=O, [Li]CCCC, COC[P+](c1ccccc1)(c1ccccc1)c1ccccc1, [Cl-], C1CCOC1. Product: COC=Cc1cccc(Br)c1C. RXN SMILES: [Br:29][c:30]1[c:31]([CH3:38])[c:32]([CH:33]=[O:34])[cH:35][cH:36][cH:37]1.[CH3:24][CH2:25][CH2:26][CH2:27][Li:28].[CH3:2][O:3][CH2:4][P+:5]([c:6]1[cH:7][cH:8][cH:9][cH:10][cH:11]1)([c:12]1[cH:13][cH:14][cH:15][cH:16][cH:17]1)[c:18]1[cH:19][cH:20][cH:21][cH:22][cH:23]1.[Cl-:1].[O:39]1[CH2:40][CH2:41][CH2:42][CH2:43]1>>[CH3:2][O:3][CH:4]=[CH:33][c:32]1[c:31]([CH3:38])[c:30]([Br:29])[cH:37][cH:36][cH:35]1. Reactants: OC(C(COC1=C(C#N)C(=CC=C1)[N+](=O)[O-])(C)C)C(C)C (2-(3-hydroxy-2,2,4-trimethylpentyloxy)-6-nitrobenzonitrile), C(C)(=O)Cl (acetyl chloride). The product is C(C)(=O)OC(C(COC1=C(C(=CC=C1)[N+](=O)[O-])C#N)(C)C)C(C)C (1-(2-cyano-3-nitrophenoxy)-2,2,4-trimethylpentan-3-yl acetate). Yield: 50.0%. RXN SMILES: [OH:1][CH:2]([CH:19]([CH3:21])[CH3:20])[C:3]([CH3:18])([CH3:17])[CH2:4][O:5][C:6]1[CH:13]=[CH:12][CH:11]=[C:10]([N+:14]([O-:16])=[O:15])[C:7]=1[C:8]#[N:9].[C:22](Cl)(=[O:24])[CH3:23]>>[C:22]([O:1][CH:2]([CH:19]([CH3:21])[CH3:20])[C:3]([CH3:17])([CH3:18])[CH2:4][O:5][C:6]1[CH:13]=[CH:12][CH:11]=[C:10]([N+:14]([O-:16])=[O:15])[C:7]=1[C:8]#[N:9])(=[O:24])[CH3:23]. Reported procedure: Prepared as in Example 231c from 2-(3-hydroxy-2,2,4-trimethylpentyloxy)-6-nitrobenzonitrile (Example 243d) and acetyl chloride in 50% yield. MS 335 (MH+).